Task: describe an organic reaction: reactants, conditions, products, and yield. Dataset: the Open Reaction Database (ORD), a public repository of structured organic reaction records The reactants are C(C)[C@@H]1C[C@@H](C[C@@H]1C1=NN=C2N1C1=C(N=C2)NC=C1)NS(=O)(=O)C1CC1 (N-((1S,3R,4S)-3-ethyl-4-(6H-pyrrolo[2,3-e][1,2,4]triazolo[4,3-a]pyrazin-1-yl)cyclopentyl)cyclopropanesulfonamide), [OH-].[K+] (KOH), S(=O)(=O)(C1=CC=C(C)C=C1)C#N (Tosyl cyanide). Run in CN(C)C=O (DMF). Reaction conditions: time 5 minute. The product is C(#N)N(S(=O)(=O)C1CC1)[C@H]1C[C@H]([C@H](C1)C1=NN=C2N1C1=C(N=C2)NC=C1)CC (N-cyano-N-((1S,3R,4S)-3-ethyl-4-(6H-pyrrolo[2,3-e][1,2,4]triazolo[4,3-a]pyrazin-1-yl)cyclopentyl)cyclopropanesulfonamide). Yield: 4.7%. RXN SMILES: [CH2:1]([C@H:3]1[C@@H:7]([C:8]2[N:12]3[C:13]4[CH:19]=[CH:18][NH:17][C:14]=4[N:15]=[CH:16][C:11]3=[N:10][N:9]=2)[CH2:6][C@@H:5]([NH:20][S:21]([CH:24]2[CH2:26][CH2:25]2)(=[O:23])=[O:22])[CH2:4]1)[CH3:2].[OH-].[K+].S([C:39]#[N:40])(C1C=CC(C)=CC=1)(=O)=O>CN(C=O)C>[C:39]([N:20]([C@@H:5]1[CH2:6][C@H:7]([C:8]2[N:12]3[C:13]4[CH:19]=[CH:18][NH:17][C:14]=4[N:15]=[CH:16][C:11]3=[N:10][N:9]=2)[C@H:3]([CH2:1][CH3:2])[CH2:4]1)[S:21]([CH:24]1[CH2:26][CH2:25]1)(=[O:23])=[O:22])#[N:40] |f:1.2|. Procedure: To the solution of N-((1S,3R,4S)-3-ethyl-4-(6H-pyrrolo[2,3-e][1,2,4]triazolo[4,3-a]pyrazin-1-yl)cyclopentyl)cyclopropanesulfonamide (0.05 g, 0.134 mmol, WO2009152133) in DMF (4 mL), KOH (0.022 g, 0.401 mmol) was added and the mixture was stirred at rt for about 5 min. Tosyl cyanide (0.024 g, 0.134 mmol) was added and stirring was continued for about 2 h. The solvent was removed under reduced pressure and the residue purified by preparative HPLC (Table 1, Method q) to yield N-cyano-N-((1S,3R,4S)-... The reactants are CCN1CCN(c2nc(-c3ccc(OCCOC(C)=O)c(Cl)c3)cc3ccsc23)CC1, CCN1CCN(c2nc(Br)cc3ccsc23)CC1, CCOC(C)=O, Cl. The product is CCN1CCN(c2nc(-c3ccc(OCCO)c(Cl)c3)cc3ccsc23)CC1. As a reaction SMILES: [CH2:19]([CH3:20])[N:21]1[CH2:22][CH2:23][N:24]([c:27]2[n:28][c:29](-[c:36]3[cH:37][c:38]([Cl:49])[c:39]([O:42][CH2:43][CH2:44][O:45][C:46](=[O:47])[CH3:48])[cH:40][cH:41]3)[cH:30][c:31]3[c:32]2[s:33][cH:34][cH:35]3)[CH2:25][CH2:26]1.[CH2:1]([N:2]1[CH2:3][CH2:4][N:5]([c:6]2[n:7][c:8]([Br:9])[cH:10][c:11]3[cH:12][cH:13][s:14][c:15]23)[CH2:16][CH2:17]1)[CH3:18].[CH3:51][CH2:52][O:53][C:54](=[O:55])[CH3:56].[ClH:50]>>[CH2:19]([CH3:20])[N:21]1[CH2:22][CH2:23][N:24]([c:27]2[n:28][c:29](-[c:36]3[cH:37][c:38]([Cl:49])[c:39]([O:42][CH2:43][CH2:44][OH:45])[cH:40][cH:41]3)[cH:30][c:31]3[c:32]2[s:33][cH:34][cH:35]3)[CH2:25][CH2:26]1. The reactants are C(C)(C)(C)[S@@](=O)N ((R)-tert-butane sulfinamide), ClC=1C=C(C(=NC1)OCC)C1=CC=C(C=C1)C(C)=O (1-[4-(5-chloro-2-ethoxy-pyridin-3-yl)-phenyl]-ethanone), [BH4-].[Na+] (sodium borohydride). Reagents/catalysts: [O-]CC.[O-]CC.[O-]CC.[O-]CC.[Ti+4] (titanium tetraethoxide). Run in O1CCCC1 (tetrahydrofuran), O1CCCC1 (tetrahydrofuran). Reaction conditions: temperature -50 celsius. The product is ClC=1C=C(C(=NC1)OCC)C1=CC=C(C=C1)C(C)N[S@](=O)C(C)(C)C ((R)-2-methyl-propane-2-sulfinic acid {1-[4-(5-chloro-2-ethoxy-pyridin-3-yl)-phenyl]-ethyl}-amide). The yield is 27.8%. Reaction SMILES: [C:1]([S@:5]([NH2:7])=[O:6])([CH3:4])([CH3:3])[CH3:2].[Cl:8][C:9]1[CH:10]=[C:11]([C:18]2[CH:23]=[CH:22][C:21]([C:24](=O)[CH3:25])=[CH:20][CH:19]=2)[C:12]([O:15][CH2:16][CH3:17])=[N:13][CH:14]=1.[BH4-].[Na+]>O1CCCC1.[O-]CC.[O-]CC.[O-]CC.[O-]CC.[Ti+4]>[Cl:8][C:9]1[CH:10]=[C:11]([C:18]2[CH:23]=[CH:22][C:21]([CH:24]([NH:7][S@@:5]([C:1]([CH3:4])([CH3:3])[CH3:2])=[O:6])[CH3:25])=[CH:20][CH:19]=2)[C:12]([O:15][CH2:16][CH3:17])=[N:13][CH:14]=1 |f:2.3,5.6.7.8.9|. Procedure details: To a solution of 2,5-dichloropyridine (7.0 g, 0.047 mol) in ethanol (44.5 ml) was slowly added a 25% solution of sodium ethoxide in ethanol (13.6 ml, 50 mmol). The reaction mixture was heated to 150° C. for 10 min in a microwave oven. The solvent was evaporated and the residue partitioned between diethyl ether and water. The organic phase was washed with water, brine and dried over anhydrous potassium carbonate. The solvent was evaporated under reduced pressure to give 5-chloro-2-ethoxy-pyridine... Reactants: C1OC=2C=C(CCN)C=CC2O1 (3,4-methylenedioxyphenethylamine), ClC=1N=C(C2=C(N1)SC(=C2Cl)C)Cl (2,4,5-trichloro-6-methyl-thieno-[2,3-d]-pyrimidine). The product is ClC=1N=C(C2=C(N1)SC(=C2Cl)C)NCCC2=CC1=C(C=C2)OCO1 (2,5-dichloro-6-methyl-4-(3,4-methylenedioxyphenethylamino)-thieno-[2,3-d]-pyrimidine). As a reaction SMILES: [CH2:1]1[O:12][C:11]2[CH:10]=[CH:9][C:5]([CH2:6][CH2:7][NH2:8])=[CH:4][C:3]=2[O:2]1.[Cl:13][C:14]1[N:15]=[C:16](Cl)[C:17]2[C:22]([Cl:23])=[C:21]([CH3:24])[S:20][C:18]=2[N:19]=1>>[Cl:13][C:14]1[N:15]=[C:16]([NH:8][CH2:7][CH2:6][C:5]2[CH:9]=[CH:10][C:11]3[O:12][CH2:1][O:2][C:3]=3[CH:4]=2)[C:17]2[C:22]([Cl:23])=[C:21]([CH3:24])[S:20][C:18]=2[N:19]=1. Reported procedure: Following the procedure of Example 1, the reaction of 3,4-methylenedioxyphenethylamine with 2,4,5-trichloro-6-methyl-thieno-[2,3-d]-pyrimidine yields 2,5-dichloro-6-methyl-4-(3,4-methylenedioxyphenethylamino)-thieno-[2,3-d]-pyrimidine.